This data is from the Open Reaction Database (ORD), a public repository of structured organic reaction records. The task is: describe an organic reaction: reactants, conditions, products, and yield Starting materials: CC(=O)C (acetone), NaBH3(CN), CO (methanol), C12N(CC(NC1)C2)C2=NC(=CC=1N2C=CN1)C1=CC(=NC=C1)NCC1=CC=CC2=CC=CC=C12 ({4-[5-(2,5-diaza-bicyclo[2.2.1]hept-2-yl)-imidazo[1,2-c]pyrimidin-7-yl]-pyridin-2-yl}-Naphthalen-1-ylmethyl-amine). Solvent: C(Cl)(Cl)Cl (chloroform), C(Cl)Cl (DCM). Run at time 15 hour. Yields the product C(C)(C)N1[C@@H]2CN([C@H](C1)C2)C2=NC(=CC=1N2C=CN1)C1=CC(=NC=C1)NCC1=CC=CC2=CC=CC=C12 ({4-[5-(5-Isopropyl-(1S,4S)-2,5-diaza-bicyclo[2.2.1]hept-2-yl)-imidazo[1,2-c]pyrimidin-7-yl]-pyridin-2-yl}—Naphthalen-1 -ylmethyl-amine). RXN SMILES: [CH:1]12[CH2:7][CH:4]([NH:5][CH2:6]1)[CH2:3][N:2]2[C:8]1[N:13]2[CH:14]=[CH:15][N:16]=[C:12]2[CH:11]=[C:10]([C:17]2[CH:22]=[CH:21][N:20]=[C:19]([NH:23][CH2:24][C:25]3[C:34]4[C:29](=[CH:30][CH:31]=[CH:32][CH:33]=4)[CH:28]=[CH:27][CH:26]=3)[CH:18]=2)[N:9]=1.[CH3:35][C:36]([CH3:38])=O.CO>C(Cl)(Cl)Cl.C(Cl)Cl>[CH:36]([N:5]1[CH2:6][C@@H:1]2[CH2:7][C@H:4]1[CH2:3][N:2]2[C:8]1[N:13]2[CH:14]=[CH:15][N:16]=[C:12]2[CH:11]=[C:10]([C:17]2[CH:22]=[CH:21][N:20]=[C:19]([NH:23][CH2:24][C:25]3[C:34]4[C:29](=[CH:30][CH:31]=[CH:32][CH:33]=4)[CH:28]=[CH:27][CH:26]=3)[CH:18]=2)[N:9]=1)([CH3:38])[CH3:35]. Procedure details: The mixture of 92 mg (0.2 mmol) {4-[5-(2,5-diaza-bicyclo[2.2.1]hept-2-yl)-imidazo[1,2-c]pyrimidin-7-yl]-pyridin-2-yl}-Naphthalen-1-ylmethyl-amine in 5 mL chloroform was treated with 0.12 g (2.0 mmol) acetone, 41 mg (0.66 mmol) NaBH3(CN) and 1 mL methanol. The mixture was stirred at rt for 15 h. MS showed all starting materials were converted. The mixture was diluted with 100 mL DCM, washed with 20 mL sat. NaHCO3, and dried over anhydrous Na2SO4. After purification by chromatography, the title co... Reactants: CCOC(=O)CC(C)=O, C1CCNCC1, CCO, O=CCC1CCCCC1. Product: CCOC(=O)C(=CCC1CCCCC1)C(C)=O. RXN SMILES: [C:10]([CH2:11][C:12](=[O:13])[CH3:14])(=[O:15])[O:16][CH2:17][CH3:18].[CH2:19]1[CH2:20][CH2:21][NH:22][CH2:23][CH2:24]1.[CH3:25][CH2:26][OH:27].[CH:1]1([CH2:7][CH:8]=[O:9])[CH2:2][CH2:3][CH2:4][CH2:5][CH2:6]1>>[CH:1]1([CH2:7][CH:8]=[C:11]([C:10](=[O:15])[O:16][CH2:17][CH3:18])[C:12](=[O:13])[CH3:14])[CH2:2][CH2:3][CH2:4][CH2:5][CH2:6]1. Reactants: CC(C)(C)[O-].[Na+] (NaOtBu), BrC=1C=C2C=3C=C4C(=CC3N(C2=CC1)C1=CC=CC=C1)C(C1=CC=CC=C14)(C)C (7-bromo-12,12-dimethyl-10-phenyl-10,12-dihydro-10-azaindeno[2,1-b]fluorene), NC1=CC=C(C=C1)C1=CC=CC=C1 (p-aminobiphenyl), N#N (N2). Reagents/catalysts: [CH-]1C=CC=C1P(C2=CC=CC=C2)C3=CC=CC=C3.[CH-]1C=CC=C1P(C2=CC=CC=C2)C3=CC=CC=C3.[Fe+2] (1,1-bis(diphenylphosphino)ferrocene), CC(=O)[O-].CC(=O)[O-].[Pd+2] (Pd(OAc)2). Run in O (water), C1(=CC=CC=C1)C (toluene). The product is C1(=CC=C(C=C1)NC=1C=C2C=3C=C4C(=CC3N(C2=CC1)C1=CC=CC=C1)C(C1=CC=CC=C14)(C)C)C1=CC=CC=C1 (biphenyl-4-yl-(12,12-dimethyl-10-phenyl-10,12-dihydro-10-azaindeno[2,1-b]fluoren-7-yl)amine). Reaction SMILES: Br[C:2]1[CH:3]=[C:4]2[C:12](=[CH:13][CH:14]=1)[N:11]([C:15]1[CH:20]=[CH:19][CH:18]=[CH:17][CH:16]=1)[C:10]1[CH:9]=[C:8]3[C:21]([CH3:29])([CH3:28])[C:22]4[C:27]([C:7]3=[CH:6][C:5]2=1)=[CH:26][CH:25]=[CH:24][CH:23]=4.[NH2:30][C:31]1[CH:36]=[CH:35][C:34]([C:37]2[CH:42]=[CH:41][CH:40]=[CH:39][CH:38]=2)=[CH:33][CH:32]=1.N#N.CC([O-])(C)C.[Na+]>C1(C)C=CC=CC=1.[CH-]1C(P(C2C=CC=CC=2)C2C=CC=CC=2)=CC=C1.[CH-]1C(P(C2C=CC=CC=2)C2C=CC=CC=2)=CC=C1.[Fe+2].CC([O-])=O.CC([O-])=O.[Pd+2].O>[C:34]1([C:37]2[CH:42]=[CH:41][CH:40]=[CH:39][CH:38]=2)[CH:33]=[CH:32][C:31]([NH:30][C:2]2[CH:3]=[C:4]3[C:12](=[CH:13][CH:14]=2)[N:11]([C:15]2[CH:20]=[CH:19][CH:18]=[CH:17][CH:16]=2)[C:10]2[CH:9]=[C:8]4[C:21]([CH3:29])([CH3:28])[C:22]5[C:27]([C:7]4=[CH:6][C:5]3=2)=[CH:26][CH:25]=[CH:24][CH:23]=5)=[CH:36][CH:35]=1 |f:3.4,6.7.8,9.10.11|. Reported procedure: A degassed solution of 175 g (400 mmol) of 7-bromo-12,12-dimethyl-10-phenyl-10,12-dihydro-10-azaindeno[2,1-b]fluorene and 67.7 g (401.8 mmol) of p-aminobiphenyl in 1000 ml of toluene is saturated with N2 for 1 h. 2.47 g (4.45 mmol) of 1,1-bis(diphenylphosphino)ferrocene and 1 g (4.45 mmol) of Pd(OAc)2 are then added to the solution, and 50.01 g (521.25 mmol) of NaOtBu in the solid state are subsequently added. The reaction mixture is heated under reflux for 5 h. After cooling to room temperature... Reactants: [Al+3], CC(=O)Cl, [Cl-], [Cl-], [Cl-], CC(Cl)Cl, O=[N+]([O-])c1ccc(O)cc1. Product: CC(=O)c1cc([N+](=O)[O-])ccc1O. RXN SMILES: [Al+3:12].[C:15]([CH3:16])(=[O:17])[Cl:18].[Cl-:11].[Cl-:13].[Cl-:14].[Cl:19][CH:20]([Cl:21])[CH3:22].[OH:1][c:2]1[cH:3][cH:4][c:5]([N+:8]([O-:9])=[O:10])[cH:6][cH:7]1>>[OH:1][c:2]1[c:3]([C:15]([CH3:16])=[O:17])[cH:4][c:5]([N+:8]([O-:9])=[O:10])[cH:6][cH:7]1. The reactants are C(C)(=O)OCC (ethyl acetate), COC(C1=C(C=CC=C1Cl)CBr)=O (2-bromomethyl-6-chloro-benzoic acid methyl ester), C1=C(C=CC=2OC3=C(OC21)C=CC=C3)CN (C-dibenzo[1,4]dioxin-2-yl-methylamine), C(=O)([O-])[O-].[K+].[K+] (K2CO3). Solvent: C1(=CC=CC=C1)C (toluene), CCCCCC (hexane). Conditions: temperature 100 celsius, time 2 hour. Yields the product ClC=1C=CC=C2CN(C(C12)=O)CC1=CC2=C(OC3=C(O2)C=CC=C3)C=C1 (7-Chloro-2-dibenzo[1,4]dioxin-2-ylmethyl-2,3-dihydro-isoindol-1-one). Isolated yield 10.5%. RXN SMILES: CO[C:3](=[O:13])[C:4]1[C:9]([Cl:10])=[CH:8][CH:7]=[CH:6][C:5]=1[CH2:11]Br.[CH:14]1[C:23]2[O:22][C:21]3[CH:24]=[CH:25][CH:26]=[CH:27][C:20]=3[O:19][C:18]=2[CH:17]=[CH:16][C:15]=1[CH2:28][NH2:29].C([O-])([O-])=O.[K+].[K+].C(OCC)(=O)C>C1(C)C=CC=CC=1.CCCCCC>[Cl:10][C:9]1[CH:8]=[CH:7][CH:6]=[C:5]2[C:4]=1[C:3](=[O:13])[N:29]([CH2:28][C:15]1[CH:16]=[CH:17][C:18]3[O:19][C:20]4[CH:27]=[CH:26][CH:25]=[CH:24][C:21]=4[O:22][C:23]=3[CH:14]=1)[CH2:11]2 |f:2.3.4|. Procedure: A mixture of 2-bromomethyl-6-chloro-benzoic acid methyl ester (0.148 g, 0.6 mmol), C-dibenzo[1,4]dioxin-2-yl-methylamine (0.213 g, 1.0 mmol), and K2CO3 (0.207 g, 1.5 mmol) in toluene (5 mL) was heated with stirring at 100° C. for 2 h. Workup and silica gel column chromatography using 30% ethyl acetate in hexane afforded 7-Chloro-2-dibenzo[1,4]dioxin-2-ylmethyl-2,3-dihydro-isoindol-1-one (0.023 g, 13%). 1H NMR (300 MHz, CDCl3): δ (ppm) 4.34 (s, 2H), 4.65 (s, 2H), 6.85 (m, 8H), 7.40 (t, 2H). GC-MS...